From a dataset of the Open Reaction Database (ORD), a public repository of structured organic reaction records. describe an organic reaction: reactants, conditions, products, and yield Reactants: O=C([O-])[O-], C1CCOC1, CN(C)P(=O)(N(C)C)N(C)C, CC1(C)C(Oc2ccc(Cl)cc2)C1C(=O)O, Fc1ccc(Oc2ccccc2)cc1CBr, [K+], [K+]. The product is CC1(C)C(Oc2ccc(Cl)cc2)C1C(=O)OCc1cc(Oc2ccccc2)ccc1F. Reaction SMILES: [C:17](=[O:18])([O-:19])[O-:20].[CH2:50]1[O:51][CH2:52][CH2:53][CH2:54]1.[CH3:23][N:24]([CH3:25])[P:26](=[O:27])([N:28]([CH3:29])[CH3:30])[N:31]([CH3:32])[CH3:33].[Cl:1][c:2]1[cH:3][cH:4][c:5]([O:6][CH:7]2[C:8]([CH3:13])([CH3:14])[CH:9]2[C:10](=[O:11])[OH:12])[cH:15][cH:16]1.[F:34][c:35]1[c:36]([CH2:37][Br:38])[cH:39][c:40]([O:43][c:44]2[cH:45][cH:46][cH:47][cH:48][cH:49]2)[cH:41][cH:42]1.[K+:21].[K+:22]>>[Cl:1][c:2]1[cH:3][cH:4][c:5]([O:6][CH:7]2[C:8]([CH3:13])([CH3:14])[CH:9]2[C:10](=[O:11])[O:12][CH2:37][c:36]2[c:35]([F:34])[cH:42][cH:41][c:40]([O:43][c:44]3[cH:45][cH:46][cH:47][cH:48][cH:49]3)[cH:39]2)[cH:15][cH:16]1. Starting materials: C1OC=2C=C(C(=O)Cl)C=CC2O1 (3,4-methylenedioxybenzoyl chloride), COC1=C(C=C(C=C1)[C@H]1[C@H](CCCC1)N)OC ((−)-cis-1,2-dimethoxy-4-(2-aminocyclohexyl)benzene), COC1=C(C=C(C=C1)[C@H]1[C@H](CCCC1)N)OC ((−)-cis-1,2-dimethoxy-4-(2-aminocyclohexyl)benzene). Solvent: C(Cl)Cl (methylene chloride), C(C)N(CC)CC (triethylamine), C(Cl)Cl (methylene chloride). Conditions: time 8 hour. Yields the product COC=1C=C(C=CC1OC)[C@@H]1[C@@H](CCCC1)NC(C1=CC2=C(C=C1)OCO2)=O ((−)-cis-N-[2-(3,4-Dimethoxyphenyl)cyclohexyl]-3,4-methylenedioxybenzamide). The yield is 95.1%. Reaction SMILES: [CH3:1][O:2][C:3]1[CH:8]=[CH:7][C:6]([C@@H:9]2[CH2:14][CH2:13][CH2:12][CH2:11][C@@H:10]2[NH2:15])=[CH:5][C:4]=1[O:16][CH3:17].[CH2:18]1[O:29][C:28]2[CH:27]=[CH:26][C:22]([C:23](Cl)=[O:24])=[CH:21][C:20]=2[O:19]1>C(Cl)Cl.C(N(CC)CC)C>[CH3:17][O:16][C:4]1[CH:5]=[C:6]([C@H:9]2[CH2:14][CH2:13][CH2:12][CH2:11][C@H:10]2[NH:15][C:23](=[O:24])[C:22]2[CH:26]=[CH:27][C:28]3[O:29][CH2:18][O:19][C:20]=3[CH:21]=2)[CH:7]=[CH:8][C:3]=1[O:2][CH3:1]. Procedure: 4.0 g of (−)-cis-1,2-dimethoxy-4-(2-aminocyclohexyl)benzene (compound B2) are dissolved in 100 ml of methylene chloride and 5.0 ml of triethylamine. A solution of 3.8 g of 3,4-methylenedioxybenzoyl chloride in 50 ml of methylene chloride is added dropwise at RT and the mixture is extracted with 100 ml each of water, 2N hydrochloric acid, satd. sodium hydrogencarbonate solution and water again after stirring overnight. The organic phase is dried using sodium sulfate and concentrated. 6.2 g of the... Product: ClC=1C(=C(C(=C2CC(CC12)(C)C)C)C)C=CC(C)=O (4-(7-Chloro-2,2,4,5-tetramethylindan-6-yl)-3-buten-2-one). Reactants: ClC=1C(=C(C(=C2CC(CC12)(C)C)C)C)C=O (7-chloro-2,2,4,5-tetramethylindan-6-carboxaldehyde), O (water), [OH-].[Na+] (NaOH), CC(=O)C (acetone), Cl (HCl). Yield: 35.0%. Reaction SMILES: [Cl:1][C:2]1[C:3]([CH:15]=O)=[C:4]([CH3:14])[C:5]([CH3:13])=[C:6]2[C:10]=1[CH2:9][C:8]([CH3:12])([CH3:11])[CH2:7]2.O.[OH-].[Na+].Cl.[CH3:21][C:22]([CH3:24])=[O:23]>>[Cl:1][C:2]1[C:3]([CH:15]=[CH:21][C:22](=[O:23])[CH3:24])=[C:4]([CH3:14])[C:5]([CH3:13])=[C:6]2[C:10]=1[CH2:9][C:8]([CH3:11])([CH3:12])[CH2:7]2 |f:2.3|. Procedure: To a solution of 14.7 g of the 7-chloro-2,2,4,5-tetramethylindan-6-carboxaldehyde in 48 ml of absolute acetone was added 23 ml of water and 25 g of 2% NaOH. After refluxing for 20 hours the solution was acidified with 2N HCl extracted with diethyl ether. The organic layer was dried over anhydrous magnesium sulfate, filtered and evaporated under reduced pressure. The residue was purified by silica-gel column chromatography to afford 5.35 g of the title compound as yellow solid. Starting materials: N#Cc1cc[n+]([O-])cc1, COc1cc(C=C(C)C)cc2c1OC(C)(C)C2, Cc1ccccc1, N, O=S(=O)(O)O. Product: COc1cc2c(c3c1OC(C)(C)C3)C(c1cc[n+]([O-])cc1)=NC(C)(C)C2. Reaction SMILES: [C:1](#[N:2])[c:3]1[cH:4][cH:5][n+:6]([O-:9])[cH:7][cH:8]1.[CH3:15][O:16][c:17]1[cH:18][c:19]([CH:28]=[C:29]([CH3:30])[CH3:31])[cH:20][c:21]2[c:25]1[O:24][C:23]([CH3:26])([CH3:27])[CH2:22]2.[CH3:33][c:34]1[cH:35][cH:36][cH:37][cH:38][cH:39]1.[NH3:32].[S:10](=[O:11])(=[O:12])([OH:13])[OH:14]>>[C:1]1([c:3]2[cH:4][cH:5][n+:6]([O-:9])[cH:7][cH:8]2)=[N:2][C:29]([CH3:30])([CH3:31])[CH2:28][c:19]2[cH:18][c:17]([O:16][CH3:15])[c:25]3[c:21]([c:20]21)[CH2:22][C:23]([CH3:26])([CH3:27])[O:24]3.